This data is from the Open Reaction Database (ORD), a public repository of structured organic reaction records. The task is: describe an organic reaction: reactants, conditions, products, and yield Starting materials: CC(CBr)C(=O)N1CCCC1C(=O)O, Cc1cccc(=S)n1C. Yields the product [Br-], Cc1cccc(SCC(C)C(=O)N2CCCC2C(=O)O)[n+]1C. Reaction SMILES: [Br:1][CH2:2][CH:3]([C:4](=[O:5])[N:6]1[CH:7]([C:8](=[O:9])[OH:10])[CH2:11][CH2:12][CH2:13]1)[CH3:14].[CH3:15][n:16]1[c:17](=[S:23])[cH:18][cH:19][cH:20][c:21]1[CH3:22]>>[Br-:1].[CH2:2]([CH:3]([C:4](=[O:5])[N:6]1[CH:7]([C:8](=[O:9])[OH:10])[CH2:11][CH2:12][CH2:13]1)[CH3:14])[S:23][c:17]1[n+:16]([CH3:15])[c:21]([CH3:22])[cH:20][cH:19][cH:18]1. The reactants are ClCCCC1CN(C(O1)=O)C1=CC=CC=C1 (5-(3-chloropropyl)-3-phenyl-2-oxazolidinone), Cl.Cl.N1=C(N=CC=C1)N1CCNCC1 (1-(2-pyrimidyl)piperazine dihydrochloride), C([O-])([O-])=O.[K+].[K+] (potassium carbonate), [I-].[K+] (potassium iodide). Solvent: C(CCC)O (n-butanol). The product is C1(=CC=CC=C1)N1C(OC(C1)CCCN1CCN(CC1)C1=NC=CC=N1)=O (3-Phenyl-5-[3-[4-(2-pyrimidinyl)-1-piperazinyl]propyl]2-oxazolidinone). Isolated yield 36.0%. RXN SMILES: Cl[CH2:2][CH2:3][CH2:4][CH:5]1[O:9][C:8](=[O:10])[N:7]([C:11]2[CH:16]=[CH:15][CH:14]=[CH:13][CH:12]=2)[CH2:6]1.Cl.Cl.[N:19]1[CH:24]=[CH:23][CH:22]=[N:21][C:20]=1[N:25]1[CH2:30][CH2:29][NH:28][CH2:27][CH2:26]1.C(=O)([O-])[O-].[K+].[K+].[I-].[K+]>C(O)CCC>[C:11]1([N:7]2[CH2:6][CH:5]([CH2:4][CH2:3][CH2:2][N:28]3[CH2:29][CH2:30][N:25]([C:20]4[N:19]=[CH:24][CH:23]=[CH:22][N:21]=4)[CH2:26][CH2:27]3)[O:9][C:8]2=[O:10])[CH:16]=[CH:15][CH:14]=[CH:13][CH:12]=1 |f:1.2.3,4.5.6,7.8|. Reported procedure: Following the procedure of Example 5, a mixture of 5-(3-chloropropyl)-3-phenyl-2-oxazolidinone (4.5 g, 0.0188 mol), 1-(2-pyrimidyl)piperazine dihydrochloride (4.47 g, 0.0188 mol), potassium carbonate (15.64 g, 0.113 mol), and potassium iodide (1.0 g) in n-butanol (200 mL) gave a solid which was recrystallized from isopropanol/isopropyl ether and dried under high vacuum to give 2.49 g (36% yield), mp 92°-98° C. and 118° C. Yields the product C1(=CC=CC=C1)NC1=CC2=CC=CC=C2C=C1 (N-phenyl-2-naphthylamine). The yield is 98.0%. RXN SMILES: [CH:1]1[C:10]2[C:5](=[CH:6][CH:7]=[CH:8][CH:9]=2)[CH:4]=[CH:3][C:2]=1OS(C(F)(F)F)(=O)=O.[NH2:19][C:20]1[CH:25]=[CH:24][CH:23]=[CH:22][CH:21]=1>>[C:20]1([NH:19][C:2]2[CH:3]=[CH:4][C:5]3[C:10](=[CH:9][CH:8]=[CH:7][CH:6]=3)[CH:1]=2)[CH:25]=[CH:24][CH:23]=[CH:22][CH:21]=1. Reported procedure: Using the general procedure for anilines with 66.8 mg (0.242 mmol) of 2-naphthyltriflate and 30.0 μl (0.329 mmol) of aniline yielded N-phenyl-2-naphthylamine as a white solid (52 mg, 98%), whose NMR spectra were identical to commercial material available from Aldrich. Reactants: anilines, C1=C(C=CC2=CC=CC=C12)OS(=O)(=O)C(F)(F)F (2-naphthyltriflate), NC1=CC=CC=C1 (aniline). Starting materials: BrC=1C=C(C=CC1)NC1=NC=NC2=CC=C(C=C12)N (N-(3-bromophenyl)-4,6-quinazolindiamine), C(C=CC=CC)(=O)O (2,4-hexadienoic acid), CN1CCOCC1 (N-methyl morpholine), ClC(=O)OCC(C)C (isobutyl chloroformate). Solvent: N1=CC=CC=C1 (pyridine), O1CCCC1 (tetrahydrofuran). Run at time 8 hour. Yields the product BrC=1C=C(C=CC1)NC1=NC=NC2=CC=C(C=C12)NC(C=CC=CC)=O (N-[4-[(3-bromophenyl)amino]-6-quinazolinyl]-2,4-hexadienamide). Yield: 48.1%. As a reaction SMILES: [C:1]([OH:8])(=O)[CH:2]=[CH:3][CH:4]=[CH:5][CH3:6].ClC(OCC(C)C)=O.CN1CCOCC1.[Br:24][C:25]1[CH:26]=[C:27]([NH:31][C:32]2[C:41]3[C:36](=[CH:37][CH:38]=[C:39]([NH2:42])[CH:40]=3)[N:35]=[CH:34][N:33]=2)[CH:28]=[CH:29][CH:30]=1>O1CCCC1.N1C=CC=CC=1>[Br:24][C:25]1[CH:26]=[C:27]([NH:31][C:32]2[C:41]3[C:36](=[CH:37][CH:38]=[C:39]([NH:42][C:1](=[O:8])[CH:2]=[CH:3][CH:4]=[CH:5][CH3:6])[CH:40]=3)[N:35]=[CH:34][N:33]=2)[CH:28]=[CH:29][CH:30]=1. Procedure details: A solution of 0.67g of 2,4-hexadienoic acid in 10 ml of tetrahydrofuran was cooled in an ice bath. A 0.79 ml portion of isobutyl chloroformate followed by a 0.66 ml portion of N-methyl morpholine were added. After about 1 minute a solution of 1.6 g of N-(3-bromophenyl)-4,6-quinazolindiamine in 10 ml of pyridine was added. The reaction was allowed to come to room temperature and stir overnight. The solvents were removed at reduced pressure and the solid was recrystallized to give 1.0 g of N-[4-[(... The reactants are C1(=CC=CC=C1)S (Thiophenol), ClC=1C2=C(SC1C(=O)N)C=CC(=C2)OC (3-chloro-5-methoxybenzo[b]thiophene-2-carboxamide), C1(=NNCCCCCCCC1)C1=CCCCCCCCCC1 (Diazabicycloundecene). Run in C(C)(=O)OCC (ethyl acetate), CN(C)C=O (DMF). Reaction conditions: temperature 80 celsius, time 2 hour. Product: COC1=CC2=C(SC(=C2SC2=CC=CC=C2)C(=O)N)C=C1 (5-methoxy-3-(phenylthio)benzo[b]thiophene-2-carboxamide). Yield: 84.0%. RXN SMILES: [C:1]1([SH:7])[CH:6]=[CH:5][CH:4]=[CH:3][CH:2]=1.Cl[C:9]1[C:10]2[CH:20]=[C:19]([O:21][CH3:22])[CH:18]=[CH:17][C:11]=2[S:12][C:13]=1[C:14]([NH2:16])=[O:15].C1(C2CCCCCCCCCC=2)CCCCCCCCNN=1>CN(C=O)C.C(OCC)(=O)C>[CH3:22][O:21][C:19]1[CH:18]=[CH:17][C:11]2[S:12][C:13]([C:14]([NH2:16])=[O:15])=[C:9]([S:7][C:1]3[CH:6]=[CH:5][CH:4]=[CH:3][CH:2]=3)[C:10]=2[CH:20]=1. Reported procedure: Thiophenol (116 μL, 1.13 mmol) is added to a suspension of 3-chloro-5-methoxybenzo[b]thiophene-2-carboxamide (250 mg, 1.03 mmol) in 2 mL of DMF. Diazabicycloundecene (DBU) (169 μL, 1.13 mmol) is added and the mixture is warmed to 80° C. After 2 hours, the reaction mixture is allowed to cool and is diluted with ethyl acetate and washed with 1N NaOH, 1N HCl, water, and brine. The organic layer is dried over MgSO4. Filtration followed by concentration in vacuo and recrystallization from ethyl aceta... Reactants: COC1=CC=C(C=C1)C(=O)C2=CC=C(C=C2)OC (p,p'-dimethoxybenzophenone), NN (hydrazine). The solvent is C(CC)O (n-propanol). The product is COC1=CC=C(C=C1)C(=[N+]=[N-])C1=CC=C(C=C1)OC (bis(4-methoxyphenyl)diazomethane). Reaction SMILES: [CH3:1][O:2][C:3]1[CH:8]=[CH:7][C:6]([C:9]([C:11]2[CH:16]=[CH:15][C:14]([O:17][CH3:18])=[CH:13][CH:12]=2)=O)=[CH:5][CH:4]=1.[NH2:19][NH2:20]>C(O)CC>[CH3:1][O:2][C:3]1[CH:8]=[CH:7][C:6]([C:9]([C:11]2[CH:16]=[CH:15][C:14]([O:17][CH3:18])=[CH:13][CH:12]=2)=[N+:19]=[N-:20])=[CH:5][CH:4]=1. Procedure details: 25 grams (0.1 moles) of p,p'-dimethoxybenzophenone, which was purchased from the Aldrich Chemical Company, was dissolved in 50 ml of n-propanol and with solution was treated with 20 grams of hydrazine, which had been freshly distilled over sodium hydroxide pellets. The mixture was then refluxed for a total of 12 hours, after which the solvent (n-propanol) and excess hydrozine were removed at reduced pressure. The residual crude hydrazone was recrystallized from ethanol and had a melting point of...